From a dataset of the Open Reaction Database (ORD), a public repository of structured organic reaction records. describe an organic reaction: reactants, conditions, products, and yield Reactants: C=1C=CC(=CC1)P(C=2C=CC=CC2)C3=CC=C4C=CC=CC4=C3C5=C6C=CC=CC6=CC=C5P(C=7C=CC=CC7)C=8C=CC=CC8 (BINAP), BrC=1C=C(C=C(C(=O)OC)C1)C(=O)OC (dimethyl 5-bromoisophthalate), C(C1=CC=CC=C1)N1CCNCC1 (N-benzylpiperazine), C([O-])([O-])=O.[Cs+].[Cs+] (cesium carbonate). The reagents and catalysts are C(C)(=O)[O-].[Pd+2].C(C)(=O)[O-] (Palladium (II) acetate). The solvent is C1(=CC=CC=C1)C (toluene). Run at temperature 80 celsius. Yields the product C(C1=CC=CC=C1)N1CCN(CC1)C=1C=C(C=C(C(=O)OC)C1)C(=O)OC (dimethyl 5-(4-benzylpiperazin-1-yl)isophthalate). The yield is 65.3%. As a reaction SMILES: Br[C:2]1[CH:3]=[C:4]([C:12]([O:14][CH3:15])=[O:13])[CH:5]=[C:6]([CH:11]=1)[C:7]([O:9][CH3:10])=[O:8].[CH2:16]([N:23]1[CH2:28][CH2:27][NH:26][CH2:25][CH2:24]1)[C:17]1[CH:22]=[CH:21][CH:20]=[CH:19][CH:18]=1.C(=O)([O-])[O-].[Cs+].[Cs+].C1C=CC(P(C2C(C3C(P(C4C=CC=CC=4)C4C=CC=CC=4)=CC=C4C=3C=CC=C4)=C3C(C=CC=C3)=CC=2)C2C=CC=CC=2)=CC=1>C1(C)C=CC=CC=1.C([O-])(=O)C.[Pd+2].C([O-])(=O)C>[CH2:16]([N:23]1[CH2:28][CH2:27][N:26]([C:2]2[CH:3]=[C:4]([C:12]([O:14][CH3:15])=[O:13])[CH:5]=[C:6]([CH:11]=2)[C:7]([O:9][CH3:10])=[O:8])[CH2:25][CH2:24]1)[C:17]1[CH:18]=[CH:19][CH:20]=[CH:21][CH:22]=1 |f:2.3.4,7.8.9|. Procedure details: In a sealed tube, a solution of dimethyl 5-bromoisophthalate (5.0 g, 18.3 mmol), N-benzylpiperazine (4.0 mL, 23.0 mmol), and cesium carbonate (8.4 g, 25.7 mmol) in toluene (36 mL) was degassed with nitrogen at room temperature for 20 minutes. Palladium (II) acetate (225 mg, 0.92 mmol) and BINAP (1.7 g, 2.74 mmol) were quickly added under nitrogen and the solution heated to 80° C. overnight to yield a yellow solution with a white suspension. The reaction mixture was cooled to room temperature, va...